Dataset: the Open Reaction Database (ORD), a public repository of structured organic reaction records. Task: describe an organic reaction: reactants, conditions, products, and yield As a reaction SMILES: [C:1]([S:9][C:10]1[CH:11]=[N:12][CH:13]=[CH:14][CH:15]=1)(=[O:8])[C:2]1[CH:7]=[CH:6][CH:5]=[CH:4][CH:3]=1.[I:16][CH2:17][CH2:18][OH:19]>CC(C)=O>[I-:16].[OH:19][CH:18]([N+:12]1[CH:13]=[CH:14][CH:15]=[C:10]([S:9][C:1](=[O:8])[C:2]2[CH:3]=[CH:4][CH:5]=[CH:6][CH:7]=2)[CH:11]=1)[CH3:17] |f:3.4|. Yields the product [I-].OC(C)[N+]1=CC(=CC=C1)SC(C1=CC=CC=C1)=O (1-hydroxyethyl-3-benzoylthiopyridinium iodide). Reactants: C(C1=CC=CC=C1)(=O)SC=1C=NC=CC1 (3-benzoylthiopyridine), ICCO (2-iodoethanol). Solvent: CC(=O)C (acetone). Reported procedure: 5.3 g of 3-benzoylthiopyridine was dissolved in 30 ml of acetone, and 9.4 ml of 2-iodoethanol was added thereto and reacted for 16 hours, while heated under reflux. After the reaction, the reaction solution was concentrated and the remaining residue was washed with ether and then with a mixture solution of methylene chloride/ether (=2/1) and dried to obtain 5.3 g of 1-hydroxyethyl-3-benzoylthiopyridinium iodide. Starting materials: [N+](=O)([O-])C1=CC2=C(NCCCO2)C=C1 (3-Nitro-6,7,8,9-tetrahydro-5-oxa-9-aza-benzocycloheptene), COCC(=O)Cl (Methoxyacetyl chloride). The reagents and catalysts are CN(C1=CC=NC=C1)C (4-Dimethylaminopyridine). Solvent: N1=CC=CC=C1 (Pyridine). Reaction conditions: time 4 hour. Yields the product COCC(=O)N1CCCOC2=C1C=CC(=C2)[N+](=O)[O-] (2-Methoxy-1-(3-nitro-7,8-dihydro-6H-5-oxa-9-aza-benzocyclohepten-9-yl)-ethanone). As a reaction SMILES: [N+:1]([C:4]1[CH:14]=[CH:13][C:7]2[NH:8][CH2:9][CH2:10][CH2:11][O:12][C:6]=2[CH:5]=1)([O-:3])=[O:2].[CH3:15][O:16][CH2:17][C:18](Cl)=[O:19]>CN(C)C1C=CN=CC=1.N1C=CC=CC=1>[CH3:15][O:16][CH2:17][C:18]([N:8]1[C:7]2[CH:13]=[CH:14][C:4]([N+:1]([O-:3])=[O:2])=[CH:5][C:6]=2[O:12][CH2:11][CH2:10][CH2:9]1)=[O:19]. Reported procedure: 3-Nitro-6,7,8,9-tetrahydro-5-oxa-9-aza-benzocycloheptene (203 mg, 1.04 mmol) and 4-Dimethylaminopyridine (13 mg, 0.10 mmol) in Pyridine (3.5 mL) was treated with Methoxyacetyl chloride (0.15 mL, 1.6 mmol) was added to the vial and stirred at rt. After 4 h, the mixture was partitioned between EtOAc and water, separated and the org. layer was washed with 1N HCl. After washing with brine and drying, 2-Methoxy-1-(3-nitro-7,8-dihydro-6H-5-oxa-9-aza-benzocyclohepten-9-yl)-ethanone was isolated followi... Starting materials: O=C(Cl)c1c(F)ccc(F)c1F, CN1CCC(C(=O)c2cccc(N)c2)CC1. Yields the product CN1CCC(C(=O)c2cccc(NC(=O)c3c(F)ccc(F)c3F)c2)CC1. Reaction SMILES: [F:17][c:18]1[c:19]([C:20](=[O:21])[Cl:22])[c:23]([F:28])[cH:24][cH:25][c:26]1[F:27].[NH2:1][c:2]1[cH:3][c:4]([C:5](=[O:6])[CH:7]2[CH2:8][CH2:9][N:10]([CH3:13])[CH2:11][CH2:12]2)[cH:14][cH:15][cH:16]1>>[NH:1]([c:2]1[cH:3][c:4]([C:5](=[O:6])[CH:7]2[CH2:8][CH2:9][N:10]([CH3:13])[CH2:11][CH2:12]2)[cH:14][cH:15][cH:16]1)[C:20]([c:19]1[c:18]([F:17])[c:26]([F:27])[cH:25][cH:24][c:23]1[F:28])=[O:21]. Starting materials: O=C([O-])[O-], COC(=O)c1ccc(OCCCBr)cc1NC(=O)c1ccc(OC(F)(F)F)cc1, CC(C)=O, [Cs+], [Cs+], ON=Cc1ccc(C(F)(F)F)cc1. Yields the product COC(=O)c1ccc(OCCCON=Cc2ccc(C(F)(F)F)cc2)cc1NC(=O)c1ccc(OC(F)(F)F)cc1. Reaction SMILES: [C:43](=[O:44])([O-:45])[O-:46].[CH3:1][O:2][C:3]([c:4]1[c:5]([NH:15][C:16]([c:17]2[cH:18][cH:19][c:20]([O:23][C:24]([F:25])([F:26])[F:27])[cH:21][cH:22]2)=[O:28])[cH:6][c:7]([O:10][CH2:11][CH2:12][CH2:13][Br:14])[cH:8][cH:9]1)=[O:29].[CH3:49][C:50](=[O:51])[CH3:52].[Cs+:47].[Cs+:48].[F:30][C:31]([c:32]1[cH:33][cH:34][c:35]([CH:36]=[N:37][OH:38])[cH:39][cH:40]1)([F:41])[F:42]>>[CH3:1][O:2][C:3]([c:4]1[c:5]([NH:15][C:16]([c:17]2[cH:18][cH:19][c:20]([O:23][C:24]([F:25])([F:26])[F:27])[cH:21][cH:22]2)=[O:28])[cH:6][c:7]([O:10][CH2:11][CH2:12][CH2:13][O:38][N:37]=[CH:36][c:35]2[cH:34][cH:33][c:32]([C:31]([F:30])([F:41])[F:42])[cH:40][cH:39]2)[cH:8][cH:9]1)=[O:29]. Reactants: AlBN, CdSe, C(CCCCCCC)P(=O)(CCCCCCCC)CCCCC(=O)OC(CCCCP(=O)(CCCCCCCC)CCCCCCCC)=O (5-(dioctylphosphoryl)pentanoic anhydride), P(=O)(OCCCC)(OCCCC)[O-] (di-n-butyl phosphate), CdSe, anhydride, C(CCCCCCC)[Mg]I (octylmagnesium iodide), C(CCC=C)(=O)O (4-pentenoic acid). Yields the product C(CCCCCCC)P(=O)(CCCCCCCC)CCCCC(=O)O (5-(dioctylphosphoryl)pentanoic acid). Reaction SMILES: [CH2:1]([P:9]([CH2:19][CH2:20][CH2:21][CH2:22][C:23]([O:25]C(=O)CCCCP(CCCCCCCC)(CCCCCCCC)=O)=[O:24])([CH2:11][CH2:12][CH2:13][CH2:14][CH2:15][CH2:16][CH2:17][CH3:18])=[O:10])[CH2:2][CH2:3][CH2:4][CH2:5][CH2:6][CH2:7][CH3:8].P([O-])(OCCCC)(OCCCC)=O.C([Mg]I)CCCCCCC.C(O)(=O)CCC=C>>[CH2:1]([P:9]([CH2:19][CH2:20][CH2:21][CH2:22][C:23]([OH:25])=[O:24])([CH2:11][CH2:12][CH2:13][CH2:14][CH2:15][CH2:16][CH2:17][CH3:18])=[O:10])[CH2:2][CH2:3][CH2:4][CH2:5][CH2:6][CH2:7][CH3:8]. Reported procedure: In a similar vein, hybrid dispersing agents were designed for CdSe nanoparticles and in this case, phosphine oxide chain ends were required for interaction with the surface of the CdSe. Using an anhydride functionalization approach requires 5-(dioctylphosphoryl)pentanoic anhydride, 13, which was synthesized by initial alkylation of di-n-butyl phosphate, 14, with octylmagnesium iodide followed by reaction with 4-pentenoic acid using AlBN to give 5-(dioctylphosphoryl)pentanoic acid, 15, which was ... The reactants are COC1=CC=C(CNS(=O)(=O)C2=CC=C(C(=O)OC)C=C2)C=C1 (methyl 4-(N-(4-methoxybenzyl)sulfamoyl)benzoate), C1(CCCCC1)CN (cyclohexylmethanamine). The product is C1(CCCCC1)CN(S(=O)(=O)C1=CC=C(C(=O)O)C=C1)CC1=CC=C(C=C1)OC (4-(N-(cyclohexylmethyl)-N-(4-methoxybenzyl)sulfamoyl)-benzoic acid). Reaction SMILES: [CH3:1][O:2][C:3]1[CH:23]=[CH:22][C:6]([CH2:7][NH:8][S:9]([C:12]2[CH:21]=[CH:20][C:15]([C:16]([O:18]C)=[O:17])=[CH:14][CH:13]=2)(=[O:11])=[O:10])=[CH:5][CH:4]=1.[CH:24]1([CH2:30]N)[CH2:29][CH2:28][CH2:27][CH2:26][CH2:25]1>>[CH:24]1([CH2:30][N:8]([CH2:7][C:6]2[CH:22]=[CH:23][C:3]([O:2][CH3:1])=[CH:4][CH:5]=2)[S:9]([C:12]2[CH:21]=[CH:20][C:15]([C:16]([OH:18])=[O:17])=[CH:14][CH:13]=2)(=[O:10])=[O:11])[CH2:29][CH2:28][CH2:27][CH2:26][CH2:25]1. Procedure details: Prepared as in example 5-10 from Methyl 4-(N-(4-methoxybenzyl)sulfamoyl)benzoate (Example 5-10b) and cyclohexylmethanamine. MS (M−H, 416.1); 1H NMR (400 MHz, DMSO-d6): δ, ppm: 0.63 (m, 2H), 0.87 (m, 3H), 0.94 (m, 1H), 1.25-1.52 (m, 5H), 1.70 (m, 2H), 2.86 (m, 2H), 3.70 (s, 3H), 4.22 (s, 2H), 6.84 (m, 2H), 7.16 (m, 2H), 7.91 (m, 2H), 7.62 (m, 2H), 8.09 (m, 2H). Yields the product O=C(NC1CCC(CCN2CCN(c3nccc4c3CCO4)CC2)CC1)c1ccc(Cl)cc1Cl. Reactants: O=C(O)c1ccc(Cl)cc1Cl, Cl, Cl, Cl, NC1CCC(CCN2CCN(c3nccc4c3CCO4)CC2)CC1. RXN SMILES: [Cl:28][c:29]1[c:30]([C:31](=[O:32])[OH:33])[cH:34][cH:35][c:36]([Cl:38])[cH:37]1.[ClH:1].[ClH:2].[ClH:3].[O:4]1[CH2:5][CH2:6][c:7]2[c:8]([N:13]3[CH2:14][CH2:15][N:16]([CH2:19][CH2:20][CH:21]4[CH2:22][CH2:23][CH:24]([NH2:27])[CH2:25][CH2:26]4)[CH2:17][CH2:18]3)[n:9][cH:10][cH:11][c:12]21>>[O:4]1[CH2:5][CH2:6][c:7]2[c:8]([N:13]3[CH2:14][CH2:15][N:16]([CH2:19][CH2:20][CH:21]4[CH2:22][CH2:23][CH:24]([NH:27][C:31]([c:30]5[c:29]([Cl:28])[cH:37][c:36]([Cl:38])[cH:35][cH:34]5)=[O:32])[CH2:25][CH2:26]4)[CH2:17][CH2:18]3)[n:9][cH:10][cH:11][c:12]21.